From a dataset of the Open Reaction Database (ORD), a public repository of structured organic reaction records. describe an organic reaction: reactants, conditions, products, and yield Reactants: CS(=O)(=O)C=1C=CC(=C(C(=O)O)C1)N1CCCC1 (5-Methanesulfonyl-2-pyrrolidin-1-yl-benzoic acid), ClC1=C(C(=O)O)C=C(C=C1)S(=O)(=O)C (2-Chloro-5-methanesulfonyl-benzoic acid), OC1CNCCC1 (rac-3-hydroxy-piperidine). The product is OC1CN(CCC1)C1=C(C(=O)O)C=C(C=C1)S(=O)(=O)C (rac-2-(3-Hydroxy-piperidin-1-yl)-5-methanesulfonyl-benzoic acid). The yield is 9.0%. Reaction SMILES: CS(C1C=CC(N2CCCC2)=C(C=1)C(O)=O)(=O)=O.Cl[C:20]1[CH:28]=[CH:27][C:26]([S:29]([CH3:32])(=[O:31])=[O:30])=[CH:25][C:21]=1[C:22]([OH:24])=[O:23].[OH:33][CH:34]1[CH2:39][CH2:38][CH2:37][NH:36][CH2:35]1>>[OH:33][CH:34]1[CH2:39][CH2:38][CH2:37][N:36]([C:20]2[CH:28]=[CH:27][C:26]([S:29]([CH3:32])(=[O:31])=[O:30])=[CH:25][C:21]=2[C:22]([OH:24])=[O:23])[CH2:35]1. Procedure details: The title compound was synthesised according to the procedure described for the synthesis of 5-Methanesulfonyl-2-pyrrolidin-1-yl-benzoic acid (Example Y) from 2-Chloro-5-methanesulfonyl-benzoic acid and rac-3-hydroxy-piperidine and obtained in 9% yield. MS (m/e): 298.1 (M−H 100%).